This data is from the Open Reaction Database (ORD), a public repository of structured organic reaction records. The task is: describe an organic reaction: reactants, conditions, products, and yield Reactants: ClC1=C(C=CC=C1)NC=1NC2=C(N1)C=C(C1=C2C=C(O1)C)C(=O)O (2-[(2-chlorophenyl)amino]-7-methyl-1H-furo[3,2-e]benzimidazole-5-carboxylic acid), CN(C)C=O (DMF), C1(CCCCC1)N (cyclohexyl amine), F[B-](F)(F)F.N1(N=NC2=C1C=CC=C2)OC(=[N+](C)C)N(C)C (O-(benzotriazol-1-yl)-N,N,N′,N′-tetramethyluronium tetrafluoroborate), TEA. As a reaction SMILES: [Cl:1][C:2]1[CH:7]=[CH:6][CH:5]=[CH:4][C:3]=1[NH:8][C:9]1[NH:10][C:11]2[C:17]3[CH:18]=[C:19]([CH3:21])[O:20][C:16]=3[C:15]([C:22](O)=[O:23])=[CH:14][C:12]=2[N:13]=1.F[B-](F)(F)F.[N:30]1(OC(N(C)C)=[N+](C)C)[C:34]2[CH:35]=[CH:36][CH:37]=[CH:38][C:33]=2N=N1.CN(C=O)C.C1(N)CCCCC1>C1COCC1>[Cl:1][C:2]1[CH:7]=[CH:6][CH:5]=[CH:4][C:3]=1[NH:8][C:9]1[NH:10][C:11]2[C:17]3[CH:18]=[C:19]([CH3:21])[O:20][C:16]=3[C:15]([C:22]([NH:30][CH:34]3[CH2:35][CH2:36][CH2:37][CH2:38][CH2:33]3)=[O:23])=[CH:14][C:12]=2[N:13]=1 |f:1.2|. The solvent is C1CCOC1 (THF). Yield: 25.9%. Procedure: The title compound was prepared following the procedure as described for Example-1 using 2-[(2-chlorophenyl)amino]-7-methyl-1H-furo[3,2-e]benzimidazole-5-carboxylic acid (Intermediate-11, 0.050 g, 0.146 mmol), O-(benzotriazol-1-yl)-N,N,N′,N′-tetramethyluronium tetrafluoroborate (0.094 g, 0.293 mmol), TEA (1.0 mL), DMF (1.0 mL), THF (5.0 mL) and cyclohexyl amine (0.029 g, 0293 mmol) to afford 0.016 g of the desired product. 1HNMR (DMSO-d6): δ 1.23-1.39 (m, 4H), 1.39-1.52 (m, 1H), 1.58 (m, 1H), 1.... Product: ClC1=C(C=CC=C1)NC=1NC2=C(N1)C=C(C1=C2C=C(O1)C)C(=O)NC1CCCCC1 (2-[(2-Chlorophenyl)amino]-N-cyclohexyl-7-methyl-1H-furo[3,2-e]benzimidazole-5-carboxamide). Starting materials: CC(=O)Oc1c(C)c(C)c2c(c1C)C(=O)CC(O)(COc1ccc(N)cc1)O2, C=CC(=O)OCC, CC(C)=O, Cl, O=N[O-], [Na+], O. Product: CCOC(=O)C(Cl)Cc1ccc(OCC2(O)CC(=O)c3c(C)c(OC(C)=O)c(C)c(C)c3O2)cc1. RXN SMILES: [C:1]([CH3:2])(=[O:3])[O:4][c:5]1[c:6]([CH3:28])[c:7]2[c:12]([c:13]([CH3:16])[c:14]1[CH3:15])[O:11][C:10]([OH:17])([CH2:18][O:19][c:20]1[cH:21][cH:22][c:23]([NH2:26])[cH:24][cH:25]1)[CH2:9][C:8]2=[O:27].[C:34]([CH:35]=[CH2:36])(=[O:37])[O:38][CH2:39][CH3:40].[CH3:42][C:43](=[O:44])[CH3:45].[ClH:29].[N:30]([O-:31])=[O:32].[Na+:33].[OH2:41]>>[C:1]([CH3:2])(=[O:3])[O:4][c:5]1[c:6]([CH3:28])[c:7]2[c:12]([c:13]([CH3:16])[c:14]1[CH3:15])[O:11][C:10]([OH:17])([CH2:18][O:19][c:20]1[cH:21][cH:22][c:23]([CH2:36][CH:35]([Cl:29])[C:34](=[O:37])[O:38][CH2:39][CH3:40])[cH:24][cH:25]1)[CH2:9][C:8]2=[O:27].